From a dataset of the Open Reaction Database (ORD), a public repository of structured organic reaction records. describe an organic reaction: reactants, conditions, products, and yield Starting materials: C(C)(=O)O[C@H]1[C@@H](O[C@@H]([C@@H]([C@@H]1OC(C)=O)OC(C)=O)COC(C)=O)OC1=NNC(=C1CC1=CC=C(C=C1)\C=C\CC(=O)O)C(C)C (3-(2,3,4,6-tetra-O-acetyl-β-D-galactopyranosyloxy)-4-({4-[(1E)-3-carboxyprop-1-enyl]-phenyl}methyl)-5-isopropyl-1H-pyrazole), N[C@H](CO)C ((S)-2-amino-1-propanol), Cl.NCC(=O)N (glycinamide hydrochloride). Yields the product [C@@H]1([C@H](O)[C@@H](O)[C@@H](O)[C@H](O1)CO)OC1=NNC(=C1CC1=CC=C(C=C1)CCCC(N[C@H](CO)C)=O)C(C)C (3-(β-D-Galactopyranosyloxy)-4-[(4-{3-[(S)-2-hydroxy-1-(methyl)ethylcarbamoyl]propyl}phenyl)methyl]-5-isopropyl-1H-pyrazole). As a reaction SMILES: C([O:4][C@@H:5]1[C@@H:10]([O:11]C(=O)C)[C@@H:9]([O:15]C(=O)C)[C@@H:8]([CH2:19][O:20]C(=O)C)[O:7][C@H:6]1[O:24][C:25]1[C:29]([CH2:30][C:31]2[CH:36]=[CH:35][C:34](/[CH:37]=[CH:38]/[CH2:39][C:40](O)=[O:41])=[CH:33][CH:32]=2)=[C:28]([CH:43]([CH3:45])[CH3:44])[NH:27][N:26]=1)(=O)C.[NH2:46][C@@H:47]([CH3:50])[CH2:48][OH:49].Cl.NCC(N)=O>>[C@@H:6]1([O:24][C:25]2[C:29]([CH2:30][C:31]3[CH:32]=[CH:33][C:34]([CH2:37][CH2:38][CH2:39][C:40](=[O:41])[NH:46][C@@H:47]([CH3:50])[CH2:48][OH:49])=[CH:35][CH:36]=3)=[C:28]([CH:43]([CH3:45])[CH3:44])[NH:27][N:26]=2)[O:7][C@H:8]([CH2:19][OH:20])[C@H:9]([OH:15])[C@H:10]([OH:11])[C@H:5]1[OH:4] |f:2.3|. Procedure details: The title compound was prepared in a similar manner to that described in Example 1 using 3-(2,3,4,6-tetra-O-acetyl-β-D-galactopyranosyloxy)-4-({4-[(1E)-3-carboxyprop-1-enyl]-phenyl}methyl)-5-isopropyl-1H-pyrazole and (S)-2-amino-1-propanol instead of 3-(2,3,4,6-tetra-O-acetyl-β-D-gluco-pyranosyloxy)-4-({4-[(1E)-3-carboxyprop-1-enyl]phenyl}-methyl)-5-isopropyl-1H-pyrazole and glycinamide hydrochloride, respectively.